This data is from the Open Reaction Database (ORD), a public repository of structured organic reaction records. The task is: describe an organic reaction: reactants, conditions, products, and yield The reactants are C(C)OC(C(C)C1=CC(=C(C=C1)N)O)=O (2-(4-Amino-3-hydroxy-phenyl)-propionic acid ethyl ester), C1=CC=C(C=C1)OC(=S)Cl (phenyl chlorothionoformate), C1CCC2=NCCCN2CC1 (DBU), O (water). The solvent is CN(C)C=O (DMF). Reaction conditions: time 14 hour. Yields the product C(C)OC(C(C)C1=CC2=C(NC(O2)=S)C=C1)=O (2-(2-Thioxo-2,3-dihydro-benzooxazol-6-yl)-propionic acid ethyl ester). Reaction SMILES: [CH2:1]([O:3][C:4](=[O:15])[CH:5]([C:7]1[CH:12]=[CH:11][C:10]([NH2:13])=[C:9]([OH:14])[CH:8]=1)[CH3:6])[CH3:2].C1C=CC(O[C:23](Cl)=[S:24])=CC=1.C1CCN2C(=NCCC2)CC1.O>CN(C=O)C>[CH2:1]([O:3][C:4](=[O:15])[CH:5]([C:7]1[CH:12]=[CH:11][C:10]2[NH:13][C:23](=[S:24])[O:14][C:9]=2[CH:8]=1)[CH3:6])[CH3:2]. Procedure details: Solution of 2-(4-Amino-3-hydroxy-phenyl)-propionic acid ethyl ester (570 mg) in DMF (5 mL) was added phenyl chlorothionoformate (563 mg in DMF), and DBU (829 mg, in DMF) at room temperature. The reaction mixture was stirred for 14 h at room temperature and water was added to this mixture. The resulting mixture was extracted with ethyl ether. The combined organic layer was dried over magnesium sulfate, filtered and concentrated in vacuo. The resulting residue was chromatographed on silica gel (n-... Procedure details: Glycine methyl ester hydrochloride (0.057 g, 0.44 mmol) and sodium acetate (0.038 g, 0.44 mmol) were combined in a flask. (2′-Formyl-6-methoxy-4′-trifluoromethyl-biphenyl-3-yl)-acetic acid (0.099 g, 0.29 mmol) in MeOH (3 mL) was added, followed by sodium cyanoborohydride (0.029 g, 0.44 mmol), and the reaction was stirred at room temperature for 3.5 hours. Once no starting material was seen by analytical LCMS, the mixture was diluted with CH2Cl2 and H2O. The organic layer was separated, dried ove... Yields the product COC1=CC=C(C=C1C1=C(C=C(C=C1)C(F)(F)F)CNCC(=O)OC)CC(=O)O ({6-Methoxy-2′-[(methoxycarbonylmethyl-amino)-methyl]-4′-trifluoromethyl-biphenyl-3-yl}-acetic acid). Reaction conditions: time 3.5 hour. Reactants: C(#N)[BH3-].[Na+] (sodium cyanoborohydride), Cl.COC(CN)=O (Glycine methyl ester hydrochloride), C(C)(=O)[O-].[Na+] (sodium acetate), C(=O)C1=C(C=CC(=C1)C(F)(F)F)C1=CC(=CC=C1OC)CC(=O)O ((2′-Formyl-6-methoxy-4′-trifluoromethyl-biphenyl-3-yl)-acetic acid). Run in CO (MeOH), C(Cl)Cl (CH2Cl2), O (H2O). RXN SMILES: Cl.[CH3:2][O:3][C:4](=[O:7])[CH2:5][NH2:6].C([O-])(=O)C.[Na+].[CH:13]([C:15]1[CH:20]=[C:19]([C:21]([F:24])([F:23])[F:22])[CH:18]=[CH:17][C:16]=1[C:25]1[C:30]([O:31][CH3:32])=[CH:29][CH:28]=[C:27]([CH2:33][C:34]([OH:36])=[O:35])[CH:26]=1)=O.C([BH3-])#N.[Na+]>CO.C(Cl)Cl.O>[CH3:32][O:31][C:30]1[C:25]([C:16]2[CH:17]=[CH:18][C:19]([C:21]([F:24])([F:23])[F:22])=[CH:20][C:15]=2[CH2:13][NH:6][CH2:5][C:4]([O:3][CH3:2])=[O:7])=[CH:26][C:27]([CH2:33][C:34]([OH:36])=[O:35])=[CH:28][CH:29]=1 |f:0.1,2.3,5.6|. Reactants: C1CCOC1, CCOC(=O)c1oc(-c2c(F)cccc2F)nc1-c1ccc(OC)cc1, [Li+], [OH-], O, O. Yields the product COc1ccc(-c2nc(-c3c(F)cccc3F)oc2C(=O)O)cc1. As a reaction SMILES: [CH2:30]1[O:31][CH2:32][CH2:33][CH2:34]1.[F:1][c:2]1[c:3](-[c:9]2[o:10][c:11]([C:22](=[O:23])[O:24][CH2:25][CH3:26])[c:12](-[c:14]3[cH:15][cH:16][c:17]([O:20][CH3:21])[cH:18][cH:19]3)[n:13]2)[c:4]([F:8])[cH:5][cH:6][cH:7]1.[Li+:29].[OH-:28].[OH2:27].[OH2:35]>>[F:1][c:2]1[c:3](-[c:9]2[o:10][c:11]([C:22](=[O:23])[OH:24])[c:12](-[c:14]3[cH:15][cH:16][c:17]([O:20][CH3:21])[cH:18][cH:19]3)[n:13]2)[c:4]([F:8])[cH:5][cH:6][cH:7]1.